This data is from the Open Reaction Database (ORD), a public repository of structured organic reaction records. The task is: describe an organic reaction: reactants, conditions, products, and yield Reactants: CC(=O)C (acetone), ClC1=NC=C(C(=N1)Cl)N (2,4-dichloropyrimidin-5-amine), C(#N)[BH3-].[Na+] (Sodium cyanoborohydride). Reagents/catalysts: [Ti](Cl)(Cl)(Cl)Cl (titanium tetrachloride). Solvent: ClCCl (dichloromethane), ClCCl (dichloromethane). Reaction conditions: temperature 0 celsius, time 2 hour. Product: ClC1=NC=C(C(=N1)Cl)NC(C)C (2,4-dichloro-N-isopropylpyrimidin-5-amine). Isolated yield 74.8%. As a reaction SMILES: [Cl:1][C:2]1[N:7]=[C:6]([Cl:8])[C:5]([NH2:9])=[CH:4][N:3]=1.[CH3:10][C:11]([CH3:13])=O.C([BH3-])#N.[Na+]>ClCCl.[Ti](Cl)(Cl)(Cl)Cl>[Cl:1][C:2]1[N:7]=[C:6]([Cl:8])[C:5]([NH:9][CH:11]([CH3:13])[CH3:10])=[CH:4][N:3]=1 |f:2.3|. Reported procedure: In a 100 mL flask containing 2,4-dichloropyrimidin-5-amine (1.0 g, 6.10 mmol) in 16.5 mL of dichloromethane was added acetone (1.062 g, 18.29 mmol). The solution was cooled to 0° C. then a solution of titanium tetrachloride (0.740 mL, 6.71 mmol) in 10 mL of dichloromethane was added slowly. The mixture was stirred at room temperature for 2 hours. Sodium cyanoborohydride (1.150 g, 18.29 mmol) was added in 4 equal portions over 10 minutes and the reaction was stirred at room temperature for 2 hour...